This data is from the Open Reaction Database (ORD), a public repository of structured organic reaction records. The task is: describe an organic reaction: reactants, conditions, products, and yield The reactants are CCC#N, C[N+](C)(C)C, CCCCCCC(C)=O, [OH-], O. The product is CCCCCCC(C)=C(C)C#N. Reaction SMILES: [C:10]([CH2:11][CH3:12])#[N:13].[CH3:15][N+:16]([CH3:17])([CH3:18])[CH3:19].[CH3:1][C:2]([CH2:3][CH2:4][CH2:5][CH2:6][CH2:7][CH3:8])=[O:9].[OH-:14].[OH2:20]>>[CH3:1][C:2]([CH2:3][CH2:4][CH2:5][CH2:6][CH2:7][CH3:8])=[C:11]([C:10]#[N:13])[CH3:12]. The reactants are C(C)(C)(C)OC(=O)N1[C@@H](CC(C1)=NOC(C)(C)C)C(=O)O ((2S,4EZ)-1-(tert-butoxycarbonyl)-4-(tert-butoxyimino)-2-pyrrolidinecarboxylic acid), O=C1OC(=CC=C1C(=O)Cl)CCCCC (2-oxo-6-pentyl-2H-pyran-3-carbonyl chloride), COCCN (2-methoxyethylamine). Product: C(C)(C)(C)ON=C1C[C@H](N(C1)C(=O)C=1C(OC(=CC1)CCCCC)=O)C(=O)NCCOC ((2S,4EZ)-4-(tert-butoxyimino)-N-(2-methoxyethyl)-1-[(2-oxo-6-pentyl-2H-pyran-3yl)carbonyl]-2-pyrrolidinecarboxamide). As a reaction SMILES: C(O[C:6]([N:8]1[CH2:12][C:11](=[N:13][O:14][C:15]([CH3:18])([CH3:17])[CH3:16])[CH2:10][C@H:9]1[C:19]([OH:21])=O)=[O:7])(C)(C)C.[O:22]=[C:23]1[C:28](C(Cl)=O)=[CH:27][CH:26]=[C:25]([CH2:32][CH2:33][CH2:34][CH2:35][CH3:36])[O:24]1.[CH3:37][O:38][CH2:39][CH2:40][NH2:41]>>[C:15]([O:14][N:13]=[C:11]1[CH2:12][N:8]([C:6]([C:28]2[C:23](=[O:22])[O:24][C:25]([CH2:32][CH2:33][CH2:34][CH2:35][CH3:36])=[CH:26][CH:27]=2)=[O:7])[C@H:9]([C:19]([NH:41][CH2:40][CH2:39][O:38][CH3:37])=[O:21])[CH2:10]1)([CH3:16])([CH3:17])[CH3:18]. Procedure details: Following the general method as outlined in Example 22, starting from (2S,4EZ)-1-(tert-butoxycarbonyl)-4-(tert-butoxyimino)-2-pyrrolidinecarboxylic acid, 2-oxo-6-pentyl-2H-pyran-3-carbonyl chloride, and 2-methoxyethylamine the title compound was obtained in 75% purity by LC/MS. MS(ESI+): m/z=450.2. Yields the product O=C(Cl)COc1ccc(F)cc1. As a reaction SMILES: [CH3:17][c:18]1[cH:19][cH:20][cH:21][cH:22][cH:23]1.[F:1][c:2]1[cH:3][cH:4][c:5]([O:6][CH2:7][C:8](=[O:9])[OH:10])[cH:11][cH:12]1.[S:13]([Cl:14])([Cl:15])=[O:16]>>[F:1][c:2]1[cH:3][cH:4][c:5]([O:6][CH2:7][C:8](=[O:9])[Cl:15])[cH:11][cH:12]1. Starting materials: Cc1ccccc1, O=C(O)COc1ccc(F)cc1, O=S(Cl)Cl. Reactants: P(OCCCCCCCC)(OCCCCCCCC)[O-] (dioctyl phosphite), C(C)(C)(C)[O-].[Na+] (sodium tert-butanolate), C(CCCCCCCCCCC)CC(C)=S (dodecylthioacetone). Solvent: COC(C)(C)C (tert-butyl methyl ether). The product is C(CCCCCCCCCCC)SCC(P(OCCCCCCCC)(=O)OCCCCCCCC)(C)O (dioctyl 2-dodecylthio-1-hydroxy-1-methylethanephosphonate). As a reaction SMILES: [P:1]([O-:20])([O:11][CH2:12][CH2:13][CH2:14][CH2:15][CH2:16][CH2:17][CH2:18][CH3:19])[O:2][CH2:3][CH2:4][CH2:5][CH2:6][CH2:7][CH2:8][CH2:9][CH3:10].[C:21]([O-:25])(C)([CH3:23])[CH3:22].[Na+].[CH2:27]([CH2:39][C:40](=[S:42])C)[CH2:28][CH2:29][CH2:30][CH2:31][CH2:32][CH2:33][CH2:34][CH2:35][CH2:36]CC>COC(C)(C)C>[CH2:40]([S:42][CH2:22][C:21]([OH:25])([CH3:23])[P:1]([O:11][CH2:12][CH2:13][CH2:14][CH2:15][CH2:16][CH2:17][CH2:18][CH3:19])(=[O:20])[O:2][CH2:3][CH2:4][CH2:5][CH2:6][CH2:7][CH2:8][CH2:9][CH3:10])[CH2:39][CH2:27][CH2:28][CH2:29][CH2:30][CH2:31][CH2:32][CH2:33][CH2:34][CH2:35][CH3:36] |f:1.2|. Reported procedure: 25.6 g (83.6 mmol) of dioctyl phosphite are initially introduced into 100 ml of tert-butyl methyl ether, 0.4 g of sodium tert-butanolate are added, and 20.0 g (77.4 mmol) of dodecylthioacetone are subsequently introduced.